From a dataset of the Open Reaction Database (ORD), a public repository of structured organic reaction records. describe an organic reaction: reactants, conditions, products, and yield The reactants are FC=1C=C(C(=O)O)C=C(C1C)I (3-Fluoro-5-iodo-4-methylbenzoic acid), CO (methanol), S(O)(O)(=O)=O (Sulphuric acid). Conditions: temperature 50 celsius, time 15 hour. The product is FC=1C=C(C(=O)OC)C=C(C1C)I (Methyl 3-fluoro-5-iodo-4-methylbenzoate). Reaction SMILES: [F:1][C:2]1[CH:3]=[C:4]([CH:8]=[C:9]([I:12])[C:10]=1[CH3:11])[C:5]([OH:7])=[O:6].S(=O)(=O)(O)O.[CH3:18]O>>[F:1][C:2]1[CH:3]=[C:4]([CH:8]=[C:9]([I:12])[C:10]=1[CH3:11])[C:5]([O:7][CH3:18])=[O:6]. Procedure: 3-Fluoro-5-iodo-4-methylbenzoic acid (1.3 g, 4.6 mmol, 1 eq) was dissolved in methanol and treated with conc. Sulphuric acid (0.49 ml, 9.2 mmol, 2 eq). The above solution was stirred at 50° C. for 15 h. Later on solvent was removed and to the resulting residue diethylether was added and the organic layer was washed with 10% sodium bicarbonate solution and water. Finally, the organic layer was concentrated and purified by flash silica gel column chromatography using 240-400 silica gel and using 1... The reactants are ClC1=CC=C(C=C1)SC=1C(C=C(OC1)C(=O)OCC)=O (ethyl 5-(4-chlorophenylthio)-4-oxo-4H-pyran-2-carboxylate). Solvent: O1CCOCC1 (dioxan), Cl (hydrochloric acid). Product: ClC1=CC=C(C=C1)SC=1C(C=C(OC1)C(=O)O)=O (5-(4-Chlorophenylthio)-4-oxo-4H-pyran-2-carboxylic acid). As a reaction SMILES: [Cl:1][C:2]1[CH:7]=[CH:6][C:5]([S:8][C:9]2[C:10](=[O:20])[CH:11]=[C:12]([C:15]([O:17]CC)=[O:16])[O:13][CH:14]=2)=[CH:4][CH:3]=1>O1CCOCC1.Cl>[Cl:1][C:2]1[CH:7]=[CH:6][C:5]([S:8][C:9]2[C:10](=[O:20])[CH:11]=[C:12]([C:15]([OH:17])=[O:16])[O:13][CH:14]=2)=[CH:4][CH:3]=1. Procedure details: A solution of ethyl 5-(4-chlorophenylthio)-4-oxo-4H-pyran-2-carboxylate (5.0 g) in dioxan (40 ml) and concentrated hydrochloric acid (20 ml) was heated under reflux for 2 hours then evaporated under vacuum. The solid residue was dried and recrystallised from ethyl acetate-petroleum spirit (60°-80° C.) to give the title product (mp 165°-167° C. with decomposition). The reactants are C(C1=CC(OC)=C(O)C(OC)=C1)=O (syringaldehyde), C(C)O (Ethanol), CC(=O)C (acetone), C(=O)([O-])[O-].[K+].[K+] (K2CO3), C(C)OC(CBr)=O (ethylbromoacetate). The product is C(C)OC(COC1=C(C(=O)OCC(=O)OCC)C=C(C=C1)C=O)=O (2-ethoxy-2-oxoethyl 2-(2-ethoxy-2-oxoethoxy)-5-formylbenzoate). Isolated yield 31.0%. RXN SMILES: [CH:1](=[O:13])[C:2]1[CH:12]=[C:9](OC)[C:7]([OH:8])=[C:4](OC)[CH:3]=1.[C:14]([O-:17])([O-:16])=O.[K+].[K+].[CH2:20]([O:22][C:23](=[O:26])[CH2:24]Br)[CH3:21].[CH2:27]([OH:29])[CH3:28].[CH3:30][C:31](C)=[O:32]>>[CH2:20]([O:22][C:23](=[O:26])[CH2:24][O:8][C:7]1[CH:4]=[CH:3][C:2]([CH:1]=[O:13])=[CH:12][C:9]=1[C:14]([O:17][CH2:28][C:27]([O:32][CH2:31][CH3:30])=[O:29])=[O:16])[CH3:21] |f:1.2.3|. Procedure: The compound was prepared according to general procedure E with syringaldehyde (2.1 mmol) in dry acetone (10 ml), anhydrous K2CO3 (2.7 mmol), and ethylbromoacetate (2.5 mmol) at reflux for 4 h. Ethanol was added and evaporated by azeotropic distillation with Ethylbromoacetate. The crude product was purified by silica gel chromatography (eluent dichloromethane). 221 mg of purified compound were obtained (31% yield). 1H NMR (250 MHz, CDCl3): δ 1.30 (t, J=7.2 Hz, 3H), 4.24 (q, J=7.4 Hz, 2H), 4.81 (... Starting materials: TEA, C(=O)(Cl)Cl (Phosgene), NC=1C=CC(=C(C1)CN(C(=O)C(C1=C(C=C(C(=C1)OC)[C@H](CO)C)F)NC=1C=C2C=CN=C(C2=CC1F)N(C(OC(C)(C)C)=O)C(=O)OC(C)(C)C)C)S(=O)(=O)C1CC1 (tert-Butyl N-(6-{[({[5-amino-2-(cyclopropanesulfonyl)phenyl]methyl}(methyl)carbamoyl)({2-fluoro-4-[(2R)-1-hydroxypropan-2-yl]-5-methoxyphenyl})methyl]amino}-7-fluoroisoquinolin-1-yl)-N-[(tert-butoxy)carbonyl]carbamate). Solvent: C(Cl)Cl (CH2Cl2), C(C)#N (acetonitrile), C(Cl)Cl (CH2Cl2). Conditions: time 30 minute. Product: C(C)(C)(C)OC(=O)N(C(OC(C)(C)C)=O)C1=NC=CC2=CC(=C(C=C12)F)N[C@@H]1C2=C(C=C([C@H](COC(NC=3C=CC(=C(CN(C1=O)C)C3)S(=O)(=O)C3CC3)=O)C)C(=C2)OC)F (tert-Butyl N-[(tert-butoxy)carbonyl]-N-(6-{[(2R,15R)-7-(cyclopropanesulfonyl)-18-fluoro-20-methoxy-4,15-dimethyl-3,12-dioxo-13-oxa-4,11-diazatricyclo[14.2.2.16,10]henicosa-1(18),6,8,10 (21),16,19-hexaen-2-yl]amino}-7-fluoroisoquinolin-1-yl)carbamate). Isolated yield 13.1%. As a reaction SMILES: [C:1](Cl)(Cl)=[O:2].[NH2:5][C:6]1[CH:7]=[CH:8][C:9]([S:58]([CH:61]2[CH2:63][CH2:62]2)(=[O:60])=[O:59])=[C:10]([CH2:12][N:13]([CH3:57])[C:14]([CH:16]([NH:30][C:31]2[CH:32]=[C:33]3[C:38](=[CH:39][C:40]=2[F:41])[C:37]([N:42]([C:50]([O:52][C:53]([CH3:56])([CH3:55])[CH3:54])=[O:51])[C:43](=[O:49])[O:44][C:45]([CH3:48])([CH3:47])[CH3:46])=[N:36][CH:35]=[CH:34]3)[C:17]2[CH:22]=[C:21]([O:23][CH3:24])[C:20]([C@@H:25]([CH3:28])[CH2:26][OH:27])=[CH:19][C:18]=2[F:29])=[O:15])[CH:11]=1>C(#N)C.C(Cl)Cl>[C:45]([O:44][C:43]([N:42]([C:37]1[C:38]2[C:33](=[CH:32][C:31]([NH:30][C@H:16]3[C:14](=[O:15])[N:13]([CH3:57])[CH2:12][C:10]4[CH:11]=[C:6]([CH:7]=[CH:8][C:9]=4[S:58]([CH:61]4[CH2:62][CH2:63]4)(=[O:59])=[O:60])[NH:5][C:1](=[O:2])[O:27][CH2:26][C@H:25]([CH3:28])[C:20]4[C:21]([O:23][CH3:24])=[CH:22][C:17]3=[C:18]([F:29])[CH:19]=4)=[C:40]([F:41])[CH:39]=2)[CH:34]=[CH:35][N:36]=1)[C:50](=[O:51])[O:52][C:53]([CH3:54])([CH3:55])[CH3:56])=[O:49])([CH3:47])([CH3:48])[CH3:46]. Procedure: Phosgene (87 mg, 0.176 mmol) was added dropwise to a solution of 25D (148 mg, 0.176 mmol) in acetonitrile (2.5 mL)/CH2Cl2 (2.5 mL) at 0° C. The mixture was stirred at rt for 30 min. Ar was bubbled though the solution (10 min) to remove excess phosgene, and then the mixture was added to a solution of TEA (0.123 mL, 0.881 mmol) in CH2Cl2 (25 mL) at 40° C. over 5 h. The reaction was stirred at rt overnight, quenched with H2O (1 mL) and MeOH (5 mL) and then concentrated. The crude product was purifi...